Dataset: the Open Reaction Database (ORD), a public repository of structured organic reaction records. Task: describe an organic reaction: reactants, conditions, products, and yield The reactants are O=C([O-])[O-], CCCCC(CC)n1c(CC)nc2c(Cl)ncnc21, OB(O)c1ccc(Cl)cc1Cl, O, OCCO, [Tl+2], c1ccccc1, c1ccc(P(c2ccccc2)(c2ccccc2)[Pd](P(c2ccccc2)(c2ccccc2)c2ccccc2)(P(c2ccccc2)(c2ccccc2)c2ccccc2)P(c2ccccc2)(c2ccccc2)c2ccccc2)cc1. The product is CCCCC(CC)n1c(CC)nc2c(-c3ccc(Cl)cc3Cl)ncnc21. RXN SMILES: [C:35](=[O:36])([O-:37])[O-:38].[Cl:16][c:17]1[c:18]2[n:19][c:20]([CH2:33][CH3:34])[n:21]([CH:26]([CH2:27][CH2:28][CH2:29][CH3:30])[CH2:31][CH3:32])[c:22]2[n:23][cH:24][n:25]1.[Cl:1][c:2]1[c:3]([B:9]([OH:10])[OH:11])[cH:4][cH:5][c:6]([Cl:8])[cH:7]1.[OH2:123].[OH:12][CH2:13][CH2:14][OH:15].[Tl+2:39].[cH:40]1[cH:41][cH:42][cH:43][cH:44][cH:45]1.[cH:46]1[cH:47][cH:48][c:49]([P:50]([Pd:51]([P:52]([c:53]2[cH:54][cH:55][cH:56][cH:57][cH:58]2)([c:59]2[cH:60][cH:61][cH:62][cH:63][cH:64]2)[c:65]2[cH:66][cH:67][cH:68][cH:69][cH:70]2)([P:71]([c:72]2[cH:73][cH:74][cH:75][cH:76][cH:77]2)([c:78]2[cH:79][cH:80][cH:81][cH:82][cH:83]2)[c:84]2[cH:85][cH:86][cH:87][cH:88][cH:89]2)[P:90]([c:91]2[cH:92][cH:93][cH:94][cH:95][cH:96]2)([c:97]2[cH:98][cH:99][cH:100][cH:101][cH:102]2)[c:103]2[cH:104][cH:105][cH:106][cH:107][cH:108]2)([c:109]2[cH:110][cH:111][cH:112][cH:113][cH:114]2)[c:115]2[cH:116][cH:117][cH:118][cH:119][cH:120]2)[cH:121][cH:122]1>>[Cl:1][c:2]1[c:3](-[c:17]2[c:18]3[n:19][c:20]([CH2:33][CH3:34])[n:21]([CH:26]([CH2:27][CH2:28][CH2:29][CH3:30])[CH2:31][CH3:32])[c:22]3[n:23][cH:24][n:25]2)[cH:4][cH:5][c:6]([Cl:8])[cH:7]1. The reactants are CC1C[C@H]2[C@@H]3CCC4=CC(=O)CC[C@@]4([C@H]3CC[C@@]2([C@H]1C(=O)C)C)C (16α-methylprogesterone), C(#N)C1=C(C(=O)C(=C(C1=O)Cl)Cl)C#N (DDQ), C(#N)C1=C(C(=O)C(=C(C1=O)Cl)Cl)C#N (DDQ). Solvent: C1=CC=CC=C1 (benzene). The product is C[C@H]1[C@H](C(C)=O)[C@]2(CC[C@@H]3[C@]4(C=CC(C=C4CC[C@H]3[C@@H]2C1)=O)C)C (16α-methylpregna-1,4-diene-3,20-dione). As a reaction SMILES: [CH3:1][CH:2]1[C@H:19]([C:20]([CH3:22])=[O:21])[C@:18]2([CH3:23])[C@H:4]([C@H:5]3[C@H:15]([CH2:16][CH2:17]2)[C@:14]2([CH3:24])[C:8](=[CH:9][C:10]([CH2:12][CH2:13]2)=[O:11])[CH2:7][CH2:6]3)[CH2:3]1.C(C1C(=O)C(Cl)=C(Cl)C(=O)C=1C#N)#N>C1C=CC=CC=1>[CH3:1][C@@H:2]1[CH2:3][C@@H:4]2[C@:18]([CH3:23])([CH2:17][CH2:16][C@H:15]3[C@H:5]2[CH2:6][CH2:7][C:8]2[C@:14]3([CH3:24])[CH:13]=[CH:12][C:10](=[O:11])[CH:9]=2)[C@H:19]1[C:20](=[O:21])[CH3:22]. Procedure: A mixture of 16α-methylprogesterone (792 mg), DDQ (575 mg) and benzene are heated at reflux for 28 hr, after 20 hr additional DDQ (70 mg) is added. After refluxing, the mixture is cooled to 20°-25°, filtered followed by basic workup (ether-potassium carbonate-magnesium sulfate) to give 16α-methylpregna-1,4-diene-3,20-dione. Starting materials: alcohol, P(=O)([O-])([O-])[O-] (phosphate), C=1N=C(C2=C(N1)N(C=N2)[C@H]3[C@@H]([C@@H]([C@H](O3)COP(=O)(O)OP(=O)(O)OC[C@@H]4[C@H]([C@H]([C@@H](O4)N5C=CCC(=C5)C(=O)N)O)O)O)O)N (NAD), C1(CC1)C(=O)C1=CC=CC=C1 (phenyl cyclopropyl ketone), Compound 7, [OH-].[Na+] (NaOH). Run in C(C)OCC (ethyl ether), CCCCCC (hexane), CCCCCC (hexane), CC(C)O (2-propanol). The product is C1(=CC=CC=C1)C(O)C1CC1 (Phenylcyclopropyl methanol). RXN SMILES: C1N=C(N)C2N=CN([C@@H]3O[C@H](COP(OP(OC[C@H]4O[C@@H](N5C=C(C(N)=O)CC=C5)[C@H](O)[C@@H]4O)(O)=O)(O)=O)[C@@H](O)[C@H]3O)C=2N=1.[CH:45]1([C:48]([C:50]2[CH:55]=[CH:54][CH:53]=[CH:52][CH:51]=2)=[O:49])[CH2:47][CH2:46]1.P([O-])([O-])([O-])=O.[OH-].[Na+]>C(OCC)C.CCCCCC.CC(O)C>[C:50]1([CH:48]([CH:45]2[CH2:46][CH2:47]2)[OH:49])[CH:55]=[CH:54][CH:53]=[CH:52][CH:51]=1 |f:3.4|. Reported procedure: A reaction mixture was formed by admixing (i) 50 mg NAD, (ii) 4 ml of 2-propanol and (iii) 5 mmoles of phenyl cyclopropyl ketone, Compound 7, in a liquid medium containing 1 gm of lyophilized PED alcohol dehydrogenase preparation, 75 ml of 50 mM phosphate buffer, pH 7.1, and 25 ml of hexane. The pH value of the reaction was maintained constant by addition of 1N NaOH. The reaction mixture was maintained at room temperature until product formation stopped. When product formation stopped, phenylcyc... Reactants: CCCCCCCCc1ccc(N)cc1, ClCCl, CCOC(=O)CCN=C=O. Product: CCCCCCCCc1ccc(NC(=O)NCCC(=O)OCC)cc1. Reaction SMILES: [CH2:1]([CH2:2][CH2:3][CH2:4][CH2:5][CH2:6][CH2:7][CH3:8])[c:9]1[cH:10][cH:11][c:12]([NH2:13])[cH:14][cH:15]1.[Cl:26][CH2:27][Cl:28].[N:16](=[C:17]=[O:18])[CH2:19][CH2:20][C:21](=[O:22])[O:23][CH2:24][CH3:25]>>[CH2:1]([CH2:2][CH2:3][CH2:4][CH2:5][CH2:6][CH2:7][CH3:8])[c:9]1[cH:10][cH:11][c:12]([NH:13][C:17]([NH:16][CH2:19][CH2:20][C:21](=[O:22])[O:23][CH2:24][CH3:25])=[O:18])[cH:14][cH:15]1. Reactants: C=CCI, CCCCC1Cc2cc(OC)ccc2C1=O, CN(C)C=O, [H-], [Na+]. The product is C=CCC1(CCCC)Cc2cc(OC)ccc2C1=O. As a reaction SMILES: [CH2:19]([CH:20]=[CH2:21])[I:22].[CH2:1]([CH2:2][CH2:3][CH3:4])[CH:5]1[C:6](=[O:16])[c:7]2[cH:8][cH:9][c:10]([O:14][CH3:15])[cH:11][c:12]2[CH2:13]1.[CH3:23][N:24]([CH3:25])[CH:26]=[O:27].[H-:17].[Na+:18]>>[CH2:1]([CH2:2][CH2:3][CH3:4])[C:5]1([CH2:21][CH:20]=[CH2:19])[C:6](=[O:16])[c:7]2[cH:8][cH:9][c:10]([O:14][CH3:15])[cH:11][c:12]2[CH2:13]1. Starting materials: ClC1=C(C#N)C=CC(=C1)F (2-chloro-4-fluorobenzonitrile), C(#N)C1=CC=C(C[C@H](N)C(=O)O)C=C1 (4-cyanophenylalanine), C([O-])([O-])=O.[Cs+].[Cs+] (cesium carbonate), C(C)(=O)OCC (ethyl acetate). Run in CS(=O)C (dimethyl sulfoxide). Reaction conditions: temperature 90 celsius, time 8 hour. Product: ClC=1C=C(C=CC1C#N)N[C@@H](CC1=CC=C(C=C1)C#N)C(=O)O (N-(3-chloro-4-cyanophenyl)-4-cyanophenylalanine). The yield is 91.7%. Reaction SMILES: [Cl:1][C:2]1[CH:9]=[C:8](F)[CH:7]=[CH:6][C:3]=1[C:4]#[N:5].[C:11]([C:13]1[CH:24]=[CH:23][C:16]([CH2:17][C@@H:18]([C:20]([OH:22])=[O:21])[NH2:19])=[CH:15][CH:14]=1)#[N:12].C(=O)([O-])[O-].[Cs+].[Cs+].C(OCC)(=O)C>CS(C)=O>[Cl:1][C:2]1[CH:9]=[C:8]([NH:19][C@H:18]([C:20]([OH:22])=[O:21])[CH2:17][C:16]2[CH:15]=[CH:14][C:13]([C:11]#[N:12])=[CH:24][CH:23]=2)[CH:7]=[CH:6][C:3]=1[C:4]#[N:5] |f:2.3.4|. Reported procedure: To a solution of 2-chloro-4-fluorobenzonitrile (0.90 g) in dimethyl sulfoxide (20 mL) were added 4-cyanophenylalanine (1.00 g) and cesium carbonate (2.23 g), and the mixture was stirred at 90° C. overnight. After warming to room temperature, ethyl acetate was added, and the mixture was extracted twice with saturated aqueous sodium hydrogen carbonate solution. The aqueous layers were combined, and acidified with citric acid, and the mixture was extracted twice with ethyl acetate. The organic laye...